From a dataset of the Open Reaction Database (ORD), a public repository of structured organic reaction records. describe an organic reaction: reactants, conditions, products, and yield Reactants: COC=1C=CC=C2C(=NNC12)CCC(=O)OC (methyl 3-(7-methoxy-1H-indazol-3-yl)-propanoate), [OH-].[Na+] (sodium hydroxide). The solvent is O1CCCC1 (tetrahydrofuran). Conditions: time 8 hour. Yields the product COC=1C=CC=C2C(=NNC12)CCC(=O)O (3-(7-Methoxy-1H-indazol-3-yl)propanoic acid). The yield is 93.7%. Reaction SMILES: [CH3:1][O:2][C:3]1[CH:4]=[CH:5][CH:6]=[C:7]2[C:11]=1[NH:10][N:9]=[C:8]2[CH2:12][CH2:13][C:14]([O:16]C)=[O:15].[OH-].[Na+]>O1CCCC1>[CH3:1][O:2][C:3]1[CH:4]=[CH:5][CH:6]=[C:7]2[C:11]=1[NH:10][N:9]=[C:8]2[CH2:12][CH2:13][C:14]([OH:16])=[O:15] |f:1.2|. Reported procedure: To a solution of methyl 3-(7-methoxy-1H-indazol-3-yl)-propanoate (140 mg, 0.596 mmol) in tetrahydrofuran (2 mL) is added a 6N aqueous sodium hydroxide solution (2 ml), and the mixture is stirred at room temperature overnight. The reaction solution is washed with diethyl ether, and the aqueous layer is acidified with 6N hydrochloric acid, and the mixture is extracted with diethyl ether. The organic layer is dried over anhydrous magnesium sulfate, and the solvent is evaporated under reduced pressu... Starting materials: [C-]#N.[Na+] (sodium cyanide), BrCC=1C=C(C(=O)OC)C=CC1 (methyl 3-(bromomethyl)benzoate), C(C)(=O)OCC (ethyl acetate), O (water). The solvent is CS(=O)C (dimethylsulfoxide), CS(=O)C (dimethylsulfoxide). Conditions: time 2 hour. Product: C(#N)CC=1C=C(C(=O)OC)C=CC1 (methyl 3-(cyanomethyl)benzoate). Isolated yield 98.1%. As a reaction SMILES: [C-:1]#[N:2].[Na+].Br[CH2:5][C:6]1[CH:7]=[C:8]([CH:13]=[CH:14][CH:15]=1)[C:9]([O:11][CH3:12])=[O:10].C(OCC)(=O)C.O>CS(C)=O>[C:1]([CH2:5][C:6]1[CH:7]=[C:8]([CH:13]=[CH:14][CH:15]=1)[C:9]([O:11][CH3:12])=[O:10])#[N:2] |f:0.1|. Procedure: 0.924 g of sodium cyanide was dissolved in 15 mL of dimethylsulfoxide, to which a solution of 4.00 g of methyl 3-(bromomethyl)benzoate in 5 mL of dimethylsulfoxide was added in an ice bath, and this solution was stirred for 2 hours at room temperature. The reaction mixture was added to a mixture of ethyl acetate and water, and the organic phase was separated therefrom. After the resultant organic phase was washed with water and a saturated sodium chloride solution successively, the washed phase ...